Dataset: the Open Reaction Database (ORD), a public repository of structured organic reaction records. Task: describe an organic reaction: reactants, conditions, products, and yield Reaction SMILES: [F:1][C:2]1[CH:3]=[C:4]([CH2:9][C:10]([NH:12][C@H:13]([C:15]([OH:17])=O)[CH3:14])=[O:11])[CH:5]=[C:6]([F:8])[CH:7]=1.Cl.[CH3:19][O:20][C:21](=[O:27])[C@H:22]([CH:24]([CH3:26])[CH3:25])[NH2:23]>>[CH3:19][O:20][C:21](=[O:27])[C@H:22]([CH:24]([CH3:26])[CH3:25])[NH:23][C:15](=[O:17])[C@H:13]([CH3:14])[NH:12][C:10](=[O:11])[CH2:9][C:4]1[CH:5]=[C:6]([F:8])[CH:7]=[C:2]([F:1])[CH:3]=1 |f:1.2|. Starting materials: FC=1C=C(C=C(C1)F)CC(=O)N[C@@H](C)C(=O)O (N-(3,5-difluorophenylacetyl)-L-alanine), Cl.COC([C@@H](N)C(C)C)=O (L-valine methyl ester hydrochloride). Procedure details: Following General Procedure C and using N-(3,5-difluorophenylacetyl)-L-alanine (from Example B2 above) and L-valine methyl ester hydrochloride (Aldrich), the title compound was prepared as a solid. Yields the product COC([C@@H](NC([C@@H](NC(CC1=CC(=CC(=C1)F)F)=O)C)=O)C(C)C)=O (N-[N-(3,5-Difluorophenylacetyl)-L-alaninyl]-L-valine Methyl Ester). Starting materials: O1C(=CC=C1)CSC1=C(C(=NC=C1)CO)C (4-(2-furylmethylthio)-2-hydroxymethyl-3-methylpyridine), S(=O)(Cl)Cl (thionyl chloride). Run in ClCCl (dichloromethane). Reaction conditions: time 20 hour. Yields the product Cl.ClCC1=NC=CC(=C1C)SCC=1OC=CC1 (2-Chloromethyl-4-(2-furylmethylthio)-3-methylpyridine hydrochloride). Reaction SMILES: [O:1]1[CH:5]=[CH:4][CH:3]=[C:2]1[CH2:6][S:7][C:8]1[CH:13]=[CH:12][N:11]=[C:10]([CH2:14]O)[C:9]=1[CH3:16].S(Cl)([Cl:19])=O>ClCCl>[ClH:19].[Cl:19][CH2:14][C:10]1[C:9]([CH3:16])=[C:8]([S:7][CH2:6][C:2]2[O:1][CH:5]=[CH:4][CH:3]=2)[CH:13]=[CH:12][N:11]=1 |f:3.4|. Procedure: 10.0 g (0.042 mol) of 4-(2-furylmethylthio)-2-hydroxymethyl-3-methylpyridine are dissolved in dichloromethane (100 ml), 1.2 equivalents of thionyl chloride are added dropwise at RT, and the mixture is stirred at RT for 20 h. The mixture is concentrated fully, which gives the title compound as an oily residue which crystallizes slowly and which, if desired, can also be used directly as a solution in ethanol for the reaction with substituted 2-mercaptobenzimidazoles. For purification, it is recrys... Starting materials: Cl.NCCCC1=NC=C(C=C1[C@@H]1N(CCC1)C1=NC=2N(C=C1)N=CC2C(=O)OCC)F ((R)-ethyl 5-(2-(2-(3-aminopropyl)-5-fluoropyridin-3-yl)pyrrolidin-1-yl)pyrazolo[1,5-a]pyrimidine-3-carboxylate hydrochloride), [OH-].[Li+] (lithium hydroxide). The solvent is C1CCOC1.CO (THF MeOH). Run at temperature 70 celsius. Yields the product NCCCC1=NC=C(C=C1[C@@H]1N(CCC1)C1=NC=2N(C=C1)N=CC2C(=O)O)F ((R)-5-(2-(2-(3-aminopropyl)-5-fluoropyridin-3-yl)pyrrolidin-1-yl)pyrazolo[1,5-a]pyrimidine-3-carboxylic acid). The yield is 11.7%. RXN SMILES: Cl.[NH2:2][CH2:3][CH2:4][CH2:5][C:6]1[C:11]([C@H:12]2[CH2:16][CH2:15][CH2:14][N:13]2[C:17]2[CH:22]=[CH:21][N:20]3[N:23]=[CH:24][C:25]([C:26]([O:28]CC)=[O:27])=[C:19]3[N:18]=2)=[CH:10][C:9]([F:31])=[CH:8][N:7]=1.[OH-].[Li+]>C1COCC1.CO>[NH2:2][CH2:3][CH2:4][CH2:5][C:6]1[C:11]([C@H:12]2[CH2:16][CH2:15][CH2:14][N:13]2[C:17]2[CH:22]=[CH:21][N:20]3[N:23]=[CH:24][C:25]([C:26]([OH:28])=[O:27])=[C:19]3[N:18]=2)=[CH:10][C:9]([F:31])=[CH:8][N:7]=1 |f:0.1,2.3,4.5|. Reported procedure: To (R)-ethyl 5-(2-(2-(3-aminopropyl)-5-fluoropyridin-3-yl)pyrrolidin-1-yl)pyrazolo[1,5-a]pyrimidine-3-carboxylate hydrochloride (160 mg, 0.356 mmol) in THF/MeOH (2 mL/1 mL) was added lithium hydroxide (1.1 mL, 2.20 mmol). The reaction mixture was heated to 70° C. for 5 hours, then concentrated under reduced pressure. Water (10 mL) was added and the mixture washed with Et2O (2×5 mL), then neutralized with HCl (1M) to pH=4. The aqueous solution was extracted with DCM (2×10 mL). The organic extract... Starting materials: C(C)[C@@H]1CC[C@H](CC1)C(=O)O (trans-4-ethylcyclohexanecarboxylic acid), C1(CCCCC1)N=C=NC1CCCCC1 (dicyclohexylcarbodiimide), FC(OC1=CC=C(C=C1)O)(F)F (4-trifluoromethoxyphenol), CN(C)C1=NC=CC=C1 (dimethylaminopyridine). The solvent is C1(=CC=CC=C1)C (toluene), C1(=CC=CC=C1)C (toluene). Product: C(C)[C@@H]1CC[C@H](CC1)C(=O)OC1=CC=C(C=C1)OC(F)(F)F (4-(trifluoromethoxy)phenyl trans-4-ethylcyclohexanecarboxylate). As a reaction SMILES: C1(N=C=NC2CCCCC2)CCCCC1.[F:16][C:17]([F:27])([F:26])[O:18][C:19]1[CH:24]=[CH:23][C:22]([OH:25])=[CH:21][CH:20]=1.CN(C1C=CC=CN=1)C.[CH2:37]([C@H:39]1[CH2:44][CH2:43][C@H:42]([C:45](O)=[O:46])[CH2:41][CH2:40]1)[CH3:38]>C1(C)C=CC=CC=1>[CH2:37]([C@H:39]1[CH2:44][CH2:43][C@H:42]([C:45]([O:25][C:22]2[CH:21]=[CH:20][C:19]([O:18][C:17]([F:26])([F:27])[F:16])=[CH:24][CH:23]=2)=[O:46])[CH2:41][CH2:40]1)[CH3:38]. Procedure: First, 4.6 g of dicyclohexylcarbodiimide in 80 ml of toluene are added to a mixture of 4 g of 4-trifluoromethoxyphenol and 20 ml of toluene, 0.2 g of dimethylaminopyridine is then added, the mixture is stirred at room temperature for I hour, and 3.8 g of trans-4-ethylcyclohexanecarboxylic acid are then added. After work-up and purification by chromatography and/or crystallization, 4-(trifluoromethoxy)phenyl trans-4-ethylcyclohexanecarboxylate is obtained. Reactants: [N+](=O)([O-])C=1C(NC=C(C1)C(C)(C)C)=O (3-Nitro-5-tert-butyl-1H-pyridin-2-one). Reagents/catalysts: [Pd] (Pd). Solvent: CO.C(C)(=O)OCC (methanol ethyl acetate). Run at time 2 hour. Product: NC=1C(NC=C(C1)C(C)(C)C)=O (3-amino-5-tert-butyl-1H-pyridin-2-one). The yield is 64.1%. Reaction SMILES: [N+:1]([C:4]1[C:5](=[O:14])[NH:6][CH:7]=[C:8]([C:10]([CH3:13])([CH3:12])[CH3:11])[CH:9]=1)([O-])=O>CO.C(OCC)(=O)C.[Pd]>[NH2:1][C:4]1[C:5](=[O:14])[NH:6][CH:7]=[C:8]([C:10]([CH3:12])([CH3:11])[CH3:13])[CH:9]=1 |f:1.2|. Procedure details: 3-Nitro-5-tert-butyl-1H-pyridin-2-one (360 mg, 1.83 mmol) was dissolved in methanol/ethyl acetate (2:1, 3 mL) and placed in a Parr hydrogenation vessel. Pd (10% on carbon, 36 mg) was added and the reaction was placed under a hydrogen atmosphere (50 psi) and shaken at room temperature for 2 h. The solution was then filtered through diatomaceous earth and concentrated in vacuo. The residue was redissolved in diethyl ether and extracted (3×) with 1.0 M HCl. The pH of the combined aqueous layers was... Starting materials: OC(C)P(O)=O (α-hydroxyethylphosphinic acid), C(CCC)O (1-butanol), O (water). Run in C1=CC=CC=C1 (benzene). Product: OC(C)P(OCCCC)=O (n-butyl α-hydroxyethylphosphinate). The yield is 81.6%. As a reaction SMILES: [OH:1][CH:2]([PH:4](=[O:6])[OH:5])[CH3:3].[CH2:7](O)[CH2:8][CH2:9][CH3:10].O>C1C=CC=CC=1>[OH:1][CH:2]([PH:4](=[O:5])[O:6][CH2:7][CH2:8][CH2:9][CH3:10])[CH3:3]. Procedure details: A solution of α-hydroxyethylphosphinic acid (2.2 g) and 1-butanol (5.0 g) in benzene (30 ml) was heated for 3 hours with removal of water through a Dean-Stark apparatus. After cooling, the reaction mixture was washed with water, dried over magnesium sulfate and concentrated in vacuo to give 2.71 g (81.6%) of n-butyl α-hydroxyethylphosphinate (Compound No. 5). The reactants are ClC1=NC=C(C=C1C)[N+](=O)[O-] (2-Chloro-3-methyl-5-nitropyridine), C[O-].[Na+] (NaOMe). The solvent is CO (methanol), CO (MeOH). Conditions: time 8 hour. The product is COC1=NC=C(C=C1C)[N+](=O)[O-] (2-methoxy-3-methyl-5-nitropyridine). Isolated yield 97.0%. As a reaction SMILES: Cl[C:2]1[C:7]([CH3:8])=[CH:6][C:5]([N+:9]([O-:11])=[O:10])=[CH:4][N:3]=1.[CH3:12][O-:13].[Na+]>CO>[CH3:12][O:13][C:2]1[C:7]([CH3:8])=[CH:6][C:5]([N+:9]([O-:11])=[O:10])=[CH:4][N:3]=1 |f:1.2|. Procedure details: 2-Chloro-3-methyl-5-nitropyridine (67.0 g, 0.389 mol) was dissolved in anhydrous methanol (600 ml) and 0.5 M NaOMe in MeOH (800 mL) was added slowly to the mixture (temperature rises to ca. 30° C.). The reaction mixture was stirred at room temperature overnight. The solution was concentrated and the residue was transferred to a separatory funnel containing water (2 L). The aqueous layer was extracted with CH2Cl2 (2×2 L). The combined organic layers were dried over MgSO4, filtered and concentrate...